Dataset: the Open Reaction Database (ORD), a public repository of structured organic reaction records. Task: describe an organic reaction: reactants, conditions, products, and yield The reactants are C(C(=O)Cl)(=O)Cl (oxalyl chloride), CN(C=O)C (dimethylformamide), ClC=1C=C(C=CC1C1CC(CC(C1)(C)C)(C)C)C(C)=O (1-[3-chloro-4-(3,3,5,5-tetramethylcyclohexyl)phenyl]ethanone), water ice, [O-]CC.[Na+] (sodium ethoxide). Solvent: ClCCl (dichloromethane), ClCCl (dichloromethane). Run at time 30 minute. The product is ClC(=CC=O)C1=CC(=C(C=C1)C1CC(CC(C1)(C)C)(C)C)Cl (3-Chloro-3-[3-chloro-4-(3,3,5,5-tetramethylcyclohexyl)phenyl]propenal). RXN SMILES: C(Cl)(=O)C([Cl:4])=O.CN(C)[CH:9]=[O:10].[Cl:12][C:13]1[CH:14]=[C:15]([C:29](=O)[CH3:30])[CH:16]=[CH:17][C:18]=1[CH:19]1[CH2:24][C:23]([CH3:26])([CH3:25])[CH2:22][C:21]([CH3:28])([CH3:27])[CH2:20]1.[O-]CC.[Na+]>ClCCl>[Cl:4][C:29]([C:15]1[CH:16]=[CH:17][C:18]([CH:19]2[CH2:24][C:23]([CH3:26])([CH3:25])[CH2:22][C:21]([CH3:28])([CH3:27])[CH2:20]2)=[C:13]([Cl:12])[CH:14]=1)=[CH:30][CH:9]=[O:10] |f:3.4|. Reported procedure: 3.51 ml of oxalyl chloride are added dropwise at a temperature of between −5° C. and 2° C. to a solution of 3.72 ml of dimethylformamide and 20 ml of anhydrous dichloromethane and the reaction mixture is then stirred at room temperature for 30 minutes. 3.92 g of 1-[3-chloro-4-(3,3,5,5-tetramethylcyclohexyl)phenyl]ethanone (compound V.6) dissolved in 10 ml of dichloromethane are then added rapidly, after which the reaction mixture is stirred at room temperature for 12 hours. The reaction mixture ...